Task: describe an organic reaction: reactants, conditions, products, and yield. Dataset: the Open Reaction Database (ORD), a public repository of structured organic reaction records Reactants: resultant mixture, ClC=1C=CC(=C(N)C1)[N+](=O)[O-] (5-chloro-2-nitroaniline), C(C)(C)N1CCNCC1 (1-isopropyl-piperazine), C([O-])([O-])=O.[K+].[K+] (potassium carbonate), O (water). Solvent: CN(C(C)=O)C (N,N-dimethylacetamide). Reaction conditions: temperature 130 celsius, time 1 day. Yields the product C(C)(C)N1CCN(CC1)C=1C=CC(=C(C1)N)[N+](=O)[O-] (5-(4-Isopropyl-piperazin-1-yl)-2-nitro-phenylamine). The yield is 53.4%. RXN SMILES: Cl[C:2]1[CH:3]=[CH:4][C:5]([N+:9]([O-:11])=[O:10])=[C:6]([CH:8]=1)[NH2:7].[CH:12]([N:15]1[CH2:20][CH2:19][NH:18][CH2:17][CH2:16]1)([CH3:14])[CH3:13].C(=O)([O-])[O-].[K+].[K+].O>CN(C)C(=O)C>[CH:12]([N:15]1[CH2:20][CH2:19][N:18]([C:2]2[CH:3]=[CH:4][C:5]([N+:9]([O-:11])=[O:10])=[C:6]([NH2:7])[CH:8]=2)[CH2:17][CH2:16]1)([CH3:14])[CH3:13] |f:2.3.4|. Procedure details: A mixture of 5-chloro-2-nitroaniline (1.35 g, 7.8 mmol), 1-isopropyl-piperazine (2.0 g, 15.6 mmol) and anhydrous potassium carbonate (1.18 g, 8.6 mmol) in N,N-dimethylacetamide (2.5 ml) was stirred at 130° C. under nitrogen for 1 day. Sample NMR analysis showed complete conversion of the starting material. The resultant mixture was then cooled to room temperature, poured onto cold water and stirred vigorously for 3 h. The resulting brown precipitate was collected by filtration, washed well with ...